Dataset: the Open Reaction Database (ORD), a public repository of structured organic reaction records. Task: describe an organic reaction: reactants, conditions, products, and yield Starting materials: C=CC(=O)Cl, CN1CCCC1=O, c1ccc(Oc2ccc(Nc3cc(NC4CCCNC4)ncn3)cc2)cc1. The product is C=CC(=O)N1CCCC(Nc2cc(Nc3ccc(Oc4ccccc4)cc3)ncn2)C1. Reaction SMILES: [C:28]([CH:29]=[CH2:30])(=[O:31])[Cl:32].[CH3:33][N:34]1[CH2:35][CH2:36][CH2:37][C:38]1=[O:39].[O:1]([c:2]1[cH:3][cH:4][cH:5][cH:6][cH:7]1)[c:8]1[cH:9][cH:10][c:11]([NH:14][c:15]2[n:16][cH:17][n:18][c:19]([NH:21][CH:22]3[CH2:23][NH:24][CH2:25][CH2:26][CH2:27]3)[cH:20]2)[cH:12][cH:13]1>>[O:1]([c:2]1[cH:3][cH:4][cH:5][cH:6][cH:7]1)[c:8]1[cH:9][cH:10][c:11]([NH:14][c:15]2[n:16][cH:17][n:18][c:19]([NH:21][CH:22]3[CH2:23][N:24]([C:28]([CH:29]=[CH2:30])=[O:31])[CH2:25][CH2:26][CH2:27]3)[cH:20]2)[cH:12][cH:13]1. Reactants: FC1=C(C(=CC=C1)F)CS(=O)(=O)C=1C=C2/C(/C(NC2=CC1)=O)=C/C1=C(C(=C(N1)C)C(=O)O)C (5-[5-(2,6-difluoro-phenylmethanesulfonyl)-2-oxo-1,2-dihydro-indol-(3Z)-ylidenemethyl]-2,4-dimethyl-1H-pyrrole-3-carboxylic acid), CCN=C=NCCCN(C)C (EDAC), C=1C=CC2=C(C1)N=NN2O (HOBt), N1(CCCC1)C[C@@H]1NCCC1 ((R)-2-pyrrolidin-1-ylmethyl-pyrrolidine), TEA. Run in O (water), C(=O)(O)[O-].[Na+] (NaHCO3), CN(C)C=O (DMF). Conditions: time 20 hour. Product: FC1=C(C(=CC=C1)F)CS(=O)(=O)C=1C=C2/C(/C(NC2=CC1)=O)=C/C=1NC(=C(C1C)C(=O)N1[C@H](CCC1)CN1CCCC1)C (5-(2,6-Difluoro-phenylmethanesulfonyl)-3-[1-[3,5-dimethyl-4-((R)-2-pyrrolidin-1-ylmethyl-pyrrolidine-1-carbonyl)-1H-pyrrol-2-yl]-meth-(Z)-ylidene]-1,3-dihydro-indol-2-one). RXN SMILES: [F:1][C:2]1[CH:7]=[CH:6][CH:5]=[C:4]([F:8])[C:3]=1[CH2:9][S:10]([C:13]1[CH:14]=[C:15]2[C:19](=[CH:20][CH:21]=1)[NH:18][C:17](=[O:22])/[C:16]/2=[CH:23]\[C:24]1[NH:28][C:27]([CH3:29])=[C:26]([C:30]([OH:32])=O)[C:25]=1[CH3:33])(=[O:12])=[O:11].CCN=C=NCCCN(C)C.C1C=CC2N(O)N=NC=2C=1.[N:55]1([CH2:60][C@H:61]2[CH2:65][CH2:64][CH2:63][NH:62]2)[CH2:59][CH2:58][CH2:57][CH2:56]1>CN(C=O)C.O.C([O-])(O)=O.[Na+]>[F:8][C:4]1[CH:5]=[CH:6][CH:7]=[C:2]([F:1])[C:3]=1[CH2:9][S:10]([C:13]1[CH:14]=[C:15]2[C:19](=[CH:20][CH:21]=1)[NH:18][C:17](=[O:22])/[C:16]/2=[CH:23]\[C:24]1[NH:28][C:27]([CH3:29])=[C:26]([C:30]([N:62]2[CH2:63][CH2:64][CH2:65][C@@H:61]2[CH2:60][N:55]2[CH2:59][CH2:58][CH2:57][CH2:56]2)=[O:32])[C:25]=1[CH3:33])(=[O:11])=[O:12] |f:6.7|. Reported procedure: To a mixture of 5-[5-(2,6-difluoro-phenylmethanesulfonyl)-2-oxo-1,2-dihydro-indol-(3Z)-ylidenemethyl]-2,4-dimethyl-1H-pyrrole-3-carboxylic acid (138 mg, 0.33 mmol), EDAC (97 mg, 0.51 mmol) and HOBt (67 mg, 0.5 mmol) in DMF (4 mL) was added (R)-2-pyrrolidin-1-ylmethyl-pyrrolidine (106 mg, 0.68 mmol) and TEA (0.1 mL). The mixture was stirred at rt for 20 hours. The reaction was diluted with water and NaHCO3, extracted with DCM. The combined DCM was concentrated and the residue was purified on a si...